Dataset: the Open Reaction Database (ORD), a public repository of structured organic reaction records. Task: describe an organic reaction: reactants, conditions, products, and yield The reactants are FC1=CC=C(CC2=CC=C(O2)C(=O)O)C=C1 (5-(4-fluorobenzyl)-2-furan carboxylic acid), S(=O)(Cl)Cl (thionylchloride). The solvent is CN(C)C=O (DMF). Run at time 30 minute. Yields the product FC1=CC=C(CC2=CC=C(O2)C(=O)Cl)C=C1 (5-(4-fluorobenzyl)-2-furan carboxylic acid chloride). The yield is 100.6%. Reaction SMILES: [F:1][C:2]1[CH:16]=[CH:15][C:5]([CH2:6][C:7]2[O:11][C:10]([C:12](O)=[O:13])=[CH:9][CH:8]=2)=[CH:4][CH:3]=1.S(Cl)([Cl:19])=O>CN(C=O)C>[F:1][C:2]1[CH:16]=[CH:15][C:5]([CH2:6][C:7]2[O:11][C:10]([C:12]([Cl:19])=[O:13])=[CH:9][CH:8]=2)=[CH:4][CH:3]=1. Procedure details: To 5-(4-fluorobenzyl)-2-furan carboxylic acid (450 mg, 2 mmol) were added thionylchloride (1 ml, 13.7 mmol) and DMF (0.025 ml). The mixture was stirred for 30 minutes at room temperature. The excess amount of thionylchloride was evaporated. The precipitated residue was washed with n-hexane to give crude 5-(4-fluorobenzyl)-2-furan carboxylic acid chloride (480 mg). NMR(CDCl3) δ: 4.03(2H, s), 6.20(1H, d, J=3.6 Hz), 7.03(2H, t, J=8.7 Hz), 7.19-7.24(2H, m), 7.42(1H, d, J=3.6 Hz). Starting materials: CC(C)(C)OC(=O)OC(=O)OC(C)(C)C, O=C([O-])[O-], O=C([O-])O, C1CCOC1, CC(C)C(c1ccc(C(F)(F)F)cc1CN(Cc1cc(C(F)(F)F)cc(C(F)(F)F)c1)c1nnn(C)n1)N1CCC(C(=O)O)CC1, [NH4+], [NH4+], [Na+], c1ccncc1. Yields the product CC(C)C(c1ccc(C(F)(F)F)cc1CN(Cc1cc(C(F)(F)F)cc(C(F)(F)F)c1)c1nnn(C)n1)N1CCC(C(N)=O)CC1. RXN SMILES: [C:47]([O:48][C:49]([O:50][C:51]([CH3:52])([CH3:53])[CH3:54])=[O:55])([O:56][C:57]([CH3:58])([CH3:59])[CH3:60])=[O:61].[C:62]([O-:63])([O-:64])=[O:65].[C:68](=[O:69])([OH:70])[O-:71].[CH2:73]1[O:74][CH2:75][CH2:76][CH2:77]1.[F:1][C:2]([c:3]1[cH:4][c:5]([CH2:6][N:7]([c:8]2[n:9][n:10][n:11]([CH3:13])[n:12]2)[CH2:14][c:15]2[c:16]([CH:25]([CH:26]([CH3:27])[CH3:28])[N:29]3[CH2:30][CH2:31][CH:32]([C:35]([OH:36])=[O:37])[CH2:33][CH2:34]3)[cH:17][cH:18][c:19]([C:21]([F:22])([F:23])[F:24])[cH:20]2)[cH:38][c:39]([C:41]([F:42])([F:43])[F:44])[cH:40]1)([F:45])[F:46].[NH4+:66].[NH4+:67].[Na+:72].[cH:78]1[cH:79][cH:80][n:81][cH:82][cH:83]1>>[F:1][C:2]([c:3]1[cH:4][c:5]([CH2:6][N:7]([c:8]2[n:9][n:10][n:11]([CH3:13])[n:12]2)[CH2:14][c:15]2[c:16]([CH:25]([CH:26]([CH3:27])[CH3:28])[N:29]3[CH2:30][CH2:31][CH:32]([C:62](=[O:65])[NH2:66])[CH2:33][CH2:34]3)[cH:17][cH:18][c:19]([C:21]([F:22])([F:23])[F:24])[cH:20]2)[cH:38][c:39]([C:41]([F:42])([F:43])[F:44])[cH:40]1)([F:45])[F:46]. The reactants are ClC(C(=O)N=C=O)(Cl)Cl (Trichloroacetyl isocyanate), CON=C(C(=O)O)C1=CC(=CC=C1)O (2-methoxyimino-2-(3-hydroxyphenyl)acetic acid). The solvent is O1CCOCC1 (dioxane). Conditions: time 5 hour. Yields the product CON=C(C(=O)O)C1=CC(=CC=C1)OC(N)=O (2-methoxyimino-2-(3-carbamoyloxyphenyl)acetic acid). Reaction SMILES: ClC(Cl)(Cl)C([N:5]=[C:6]=[O:7])=O.[CH3:10][O:11][N:12]=[C:13]([C:17]1[CH:22]=[CH:21][CH:20]=[C:19]([OH:23])[CH:18]=1)[C:14]([OH:16])=[O:15]>O1CCOCC1>[CH3:10][O:11][N:12]=[C:13]([C:17]1[CH:22]=[CH:21][CH:20]=[C:19]([O:23][C:6](=[O:7])[NH2:5])[CH:18]=1)[C:14]([OH:16])=[O:15]. Reported procedure: Trichloroacetyl isocyanate (70 ml) was dropwise added over 6 minutes at ambient temperature to a solution of 2-methoxyimino-2-(3-hydroxyphenyl)acetic acid (syn isomer) (40 g) in dry dioxane (200 ml), and the resulting mixture was stirred for 5 hours at ambient temperature. Dioxane was distilled off and to the residue were added ethyl acetate (200 ml) and by small portions water (200 ml) under ice-cooling. The mixture containing trichloroacetylcarbamoyl 2-methoxyimino-2-(3-trichloroacetylcarbamoy... Reactants: CC=1NC(N(C(C1C(=O)O)C1=CC(=CC=C1)[N+](=O)[O-])C(=O)O)=S (3,6-dihydro-4-methyl-6-(3-nitrophenyl)-2-thioxo-1,5(2H)-pyrimidinedicarboxylic acid), ClCCl (dichloromethane), C(C)(=O)OCC (ethyl acetate), ester, ( b ), ClCCl (dichloromethane), FC(C(=O)O)(F)F (trifluoroacetic acid), C(C)S (ethanethiol), 1-methylethyl 1-methyl ester. The solvent is hexanes. Conditions: time 16 hour. The product is CC=1NC(N(C(C1C(=O)OC(C)C)C1=CC(=CC=C1)[N+](=O)[O-])C(=O)OC)=S (3,6-Dihydro-4-methyl-6-(3-nitrophenyl)-2-thioxo-1,5(2H)-pyrimidinedicarboxylic acid, 1-methyl 5-(1-methylethyl) ester). Reaction SMILES: F[C:2](F)(F)[C:3]([OH:5])=[O:4].[CH2:8](S)[CH3:9].C[C:12]1[NH:13][C:14](=[S:33])[N:15](C(O)=O)[CH:16]([C:21]2[CH:26]=[CH:25][CH:24]=[C:23]([N+:27]([O-:29])=[O:28])[CH:22]=2)[C:17]=1C(O)=O.[C:34]([O:37][CH2:38]C)(=[O:36])C.Cl[CH2:41]Cl>>[CH3:17][C:12]1[NH:13][C:14](=[S:33])[N:15]([C:34]([O:37][CH3:38])=[O:36])[CH:16]([C:21]2[CH:26]=[CH:25][CH:24]=[C:23]([N+:27]([O-:29])=[O:28])[CH:22]=2)[C:2]=1[C:3]([O:5][CH:8]([CH3:9])[CH3:41])=[O:4]. Procedure details: The ester product from part (b) (7.42 g.) is dissolved in dichloromethane (50 ml.) and treated with trifluoroacetic acid (5 ml.) and ethanethiol (1.5 ml.). The reaction is stirred at room temperature for 16 hours, and then dichloromethane (50 ml.) is added. The organic layer is washed with water (2×150 ml.), saturated sodium bicarbonate (2×150 ml.), saturated sodium carbonate (100 ml.), sodium dihydrogen phosphate (100 ml.), and saturated sodium chloride (100 ml.), dreid over magnesium sulfate, ...